Dataset: the Open Reaction Database (ORD), a public repository of structured organic reaction records. Task: describe an organic reaction: reactants, conditions, products, and yield Reactants: CO (methanol), [BH4-].[Na+] (sodium borohydride), BrC1=CC(=C(C#N)C=C1)F (4-bromo-2-fluorobenzonitrile), solution, C[Mg]Br (methylmagnesium bromide). Run in C1CCOC1 (THF), C(C)OCC (diethyl ether). Reaction conditions: temperature 0 celsius, time 6 hour. Yields the product BrC1=CC(=C(C=C1)C(C)N)F (1-(4-bromo-2-fluorophenyl)ethanamine). The yield is 44.0%. RXN SMILES: [Br:1][C:2]1[CH:9]=[CH:8][C:5]([C:6]#[N:7])=[C:4]([F:10])[CH:3]=1.[CH3:11][Mg]Br.CO.[BH4-].[Na+]>C1COCC1.C(OCC)C>[Br:1][C:2]1[CH:9]=[CH:8][C:5]([CH:6]([NH2:7])[CH3:11])=[C:4]([F:10])[CH:3]=1 |f:3.4|. Procedure: To a solution of 12 g of 4-bromo-2-fluorobenzonitrile (60 mM) in THF (120 ml) were added 75 ml (150 mM) of a 2 M solution of methylmagnesium bromide in diethyl ether at 0° C. The reaction mixture was stirred at 0° C. for 6 h. Then 200 ml of methanol were added gradually to the reaction mixture. Subsequently, 5.7 g (150 mM) of sodium borohydride were added in portions, and the mixture was stirred at room temperature for 16 h. Thereafter, the reaction mixture was concentrated under reduced pressur... Starting materials: [N+](=O)([O-])C1=C(C=C(C(=O)OC)C(=O)C(OC)OC)C=CC=C1 (methyl 2-(2-nitrobenzylidene)-4,4-dimethoxyacetoacetate), N\C(=C/C(=O)OC)\C (methyl 3-aminocrotonate). Product: CC=1NC(=C(C(C1C(=O)OC)C1=C(C=CC=C1)[N+](=O)[O-])C(=O)OC)C(OC)OC (dimethyl 2-methyl-4-(2-nitrophenyl)-6-dimethoxymethyl-1,4-dihydropyridine-3,5-dicarboxylate). Yield: 60.3%. Reaction SMILES: [N+:1]([C:4]1[CH:22]=[CH:21][CH:20]=[CH:19][C:5]=1[CH:6]=[C:7]([C:12]([CH:14]([O:17][CH3:18])[O:15][CH3:16])=O)[C:8]([O:10][CH3:11])=[O:9])([O-:3])=[O:2].[NH2:23]/[C:24](/[CH3:30])=[CH:25]\[C:26]([O:28][CH3:29])=[O:27]>>[CH3:30][C:24]1[NH:23][C:12]([CH:14]([O:17][CH3:18])[O:15][CH3:16])=[C:7]([C:8]([O:10][CH3:11])=[O:9])[CH:6]([C:5]2[CH:19]=[CH:20][CH:21]=[CH:22][C:4]=2[N+:1]([O-:3])=[O:2])[C:25]=1[C:26]([O:28][CH3:29])=[O:27]. Procedure details: A mixture of methyl 2-(2-nitrobenzylidene)-4,4-dimethoxyacetoacetate (15.19 g) and methyl 3-aminocrotonate (6.50 g) was heated at 60° to 63° C. for 6 hours and at 100° to 105° C. for 4 hours and 45 minutes. The resulting crystalline mass was triturated with methanol and collected by filtration to give crystals of dimethyl 2-methyl-4-(2-nitrophenyl)-6-dimethoxymethyl-1,4-dihydropyridine-3,5-dicarboxylate (12.04 g). Thus obtained crystals (1.07 g) were recrystallized from methanol (5 ml) to give p...